This data is from the Open Reaction Database (ORD), a public repository of structured organic reaction records. The task is: describe an organic reaction: reactants, conditions, products, and yield The reactants are [N+](=O)([O-])C=1C=CC(=NC1)OC=1C=C2CCC(OC2=CC1)C1=CC=CC=C1 (5-nitro-2-(2-phenylchroman-6-yloxy)pyridine), OC=1C=C(C=CC1)C1OC2=CC=C(C=C2CC1)OC1=CC=C(C=N1)NS(=O)(=O)C (N-{6-[2-(3-hydroxyphenyl)chroman-6-yloxy]pyridine-3-yl}methanesulfonamide). Solvent: Example 1 ( b ). Product: [N+](=O)([O-])C=1C=CC(=NC1)OC=1C=C(C=CC1)C1OC2=CC=C(C=C2CC1)OC1=CC=C(C=N1)N ((6-{2-[3-(5-nitropyridin-2-yloxy)phenyl]chroman-6-yloxy}pyridin-3-yl)amine). Reaction SMILES: [N+:1]([C:4]1[CH:5]=[CH:6][C:7](OC2C=C3C(=CC=2)OC(C2C=CC=CC=2)CC3)=[N:8][CH:9]=1)([O-:3])=[O:2].[OH:27][C:28]1[CH:29]=[C:30]([CH:34]2[CH2:43][CH2:42][C:41]3[C:36](=[CH:37][CH:38]=[C:39]([O:44][C:45]4[N:50]=[CH:49][C:48]([NH:51]S(C)(=O)=O)=[CH:47][CH:46]=4)[CH:40]=3)[O:35]2)[CH:31]=[CH:32][CH:33]=1>>[N+:1]([C:4]1[CH:5]=[CH:6][C:7]([O:27][C:28]2[CH:29]=[C:30]([CH:34]3[CH2:43][CH2:42][C:41]4[C:36](=[CH:37][CH:38]=[C:39]([O:44][C:45]5[N:50]=[CH:49][C:48]([NH2:51])=[CH:47][CH:46]=5)[CH:40]=4)[O:35]3)[CH:31]=[CH:32][CH:33]=2)=[N:8][CH:9]=1)([O-:3])=[O:2]. Reported procedure: 5-Nitropyridin-2-yl)(6-{2-[3-(5-nitropyridin-2-yloxy)phenyl]chroman-6-yloxy}pyridin-3-yl)amine was prepared using the same procedure as described for 5-nitro-2-(2-phenylchroman-6-yloxy)pyridine in Example 1 (b) starting from N-{6-[2-(3-hydroxyphenyl)chroman-6-yloxy]pyridine-3-yl}methanesulfonamide. 1H NMR (300 MHz, d6-DMSO) δ: 10.14 (s, 1H), 9.02 (m, 1H), 8.63 (dd, 1H, J 2.8, 8.8 Hz), 8.40 (d, 1H, J 2.8 Hz), 8.30 (dd, 1H, J 2.8, 9.2 Hz), 8.13 (dd, 1H, J 2.6, 8.6 Hz), 7.52 (t, 1H, J 7.9 Hz), 7.40... The reactants are C(=O)(C(F)(F)F)O (TFA), FC1=C(C(=C(C=C1OC)OC)F)C1=CC2=C(C=N1)C(=NN2C2OCCCC2)I (6-(2,6-difluoro-3,5-dimethoxyphenyl)-3-iodo-1-(tetrahydro-2H-pyran-2-yl)-1H-pyrazolo[4,3-c]pyridine), CN(C(=O)C1OC2=C(C1)C=C(C=C2)B2OC(C(O2)(C)C)(C)C)C (N,N-dimethyl-5-(4,4,5,5-tetramethyl-1,3,2-dioxaborolan-2-yl)-2,3-dihydro-1-benzofuran-2-carboxamide). Yields the product FC1=C(C(=C(C=C1OC)OC)F)C1=CC2=C(C=N1)C(=NN2)C=2C=CC1=C(CC(O1)C(=O)N(C)C)C2 (5-[6-(2,6-Difluoro-3,5-dimethoxyphenyl)-1H-pyrazolo[4,3-c]pyridin-3-yl]-N,N-dimethyl-2,3-dihydro-1-benzofuran-2-carboxamide). Reaction SMILES: C(O)(C(F)(F)F)=O.[F:8][C:9]1[C:14]([O:15][CH3:16])=[CH:13][C:12]([O:17][CH3:18])=[C:11]([F:19])[C:10]=1[C:20]1[N:25]=[CH:24][C:23]2[C:26](I)=[N:27][N:28](C3CCCCO3)[C:22]=2[CH:21]=1.[CH3:36][N:37]([CH3:58])[C:38]([CH:40]1[CH2:44][C:43]2[CH:45]=[C:46](B3OC(C)(C)C(C)(C)O3)[CH:47]=[CH:48][C:42]=2[O:41]1)=[O:39]>>[F:8][C:9]1[C:14]([O:15][CH3:16])=[CH:13][C:12]([O:17][CH3:18])=[C:11]([F:19])[C:10]=1[C:20]1[N:25]=[CH:24][C:23]2[C:26]([C:46]3[CH:47]=[CH:48][C:42]4[O:41][CH:40]([C:38]([N:37]([CH3:36])[CH3:58])=[O:39])[CH2:44][C:43]=4[CH:45]=3)=[N:27][NH:28][C:22]=2[CH:21]=1. Reported procedure: This compound was prepared as a TFA salt by using procedures analogous to those described for the synthesis of Example 83 starting from 6-(2,6-difluoro-3,5-dimethoxyphenyl)-3-iodo-1-(tetrahydro-2H-pyran-2-yl)-1H-pyrazolo[4,3-c]pyridine (Example 52, Step 5) and N,N-dimethyl-5-(4,4,5,5-tetramethyl-1,3,2-dioxaborolan-2-yl)-2,3-dihydro-1-benzofuran-2-carboxamide (Peak II from chiral separation, Example 4, Step 1). LCMS (M+H)+=481.0. Starting materials: Bis (2,2,2-trifluoroethyl) ethyl 2-phosphonopropionate, [Si](C)(C)(C(C)(C)C)O[C@@H]([C@@H](C=O)C)CCC ((2S,3R)-3-(t-butyldimethylsilyloxy)-2-methylhexanal), [Li+].[B-](CC)(CC)CC (Super Hydride), C[Si](C)(C)[N-][Si](C)(C)C.[K+] (KHMDS), C1COCCOCCOCCOCCOCCO1 (18-crown-6), P(=O)([O-])([O-])[O-] (phosphate). Solvent: CCOC(=O)C (EtOAc), C1CCOC1 (THF), C1CCOC1 (THF), C1CCOC1 (THF). Conditions: temperature -42 celsius, time 1 hour. Yields the product [Si](C)(C)(C(C)(C)C)O[C@@H]([C@@H](\C=C(/CO)\C)C)CCC ((4R,5R)-(Z)-5-(t-Butyldimethylsilyloxy)-2,4-dimethyl-2-octen-1-ol). Yield: 72.0%. As a reaction SMILES: C[Si]([N-][Si](C)(C)C)(C)C.[K+].C1O[CH2:27][CH2:26][O:25]CCOCCOCCOCCOC1.[Si:29]([O:36][C@H:37]([CH2:42][CH2:43][CH3:44])[C@H:38]([CH3:41])[CH:39]=O)([C:32]([CH3:35])([CH3:34])[CH3:33])([CH3:31])[CH3:30].[Li+].[B-](CC)(CC)[CH2:47]C.P([O-])([O-])([O-])=O>C1COCC1.CCOC(C)=O>[Si:29]([O:36][C@H:37]([CH2:42][CH2:43][CH3:44])[C@H:38]([CH3:41])/[CH:39]=[C:27](/[CH3:47])\[CH2:26][OH:25])([C:32]([CH3:35])([CH3:34])[CH3:33])([CH3:31])[CH3:30] |f:0.1,4.5,^1:45|. Reported procedure: Bis (2,2,2-trifluoroethyl) ethyl 2-phosphonopropionate (173.8 mg, 0.5021 mmol, 1.5 eq) was weighed into a 25 ml Schlenk flask, flushed with Ar, dissolved in 10 ml of THF, cooled to -42° C. It was then treated with 0.75M KHMDS in THF (600 μl, 0.45 mmol, 1.35 eq). After 1 h, 18-crown-6 (439 mg, 1.663 mmol, 5.0 eq) was added and the solution cooled to -78° C. Aldehyde 5 (freshly prepared, 81.3 mg, 0.3326 mmol) in 250 μl THF was added. The reaction was stirred for 4 h at -78° C., at -23° C. for 12 h... Starting materials: C(C)(=O)OCC (Ethyl acetate), C(C)I (Ethyl iodide), C(C)(C)(C)O[C@H](C(=O)O)C1=C(C2=CC=CC=C2C=C1C)Cl ((S)-2-tert-butoxy-2-(1-chloro-3-methylnaphthalen-2-yl)acetic acid), C(=O)([O-])[O-].[Cs+].[Cs+] (Cs2CO3). The solvent is CN(C)C=O (DMF). Conditions: time 1 hour. Yields the product C(C)(C)(C)O[C@H](C(=O)OCC)C1=C(C2=CC=CC=C2C=C1C)Cl ((S)-ethyl 2-tert-butoxy-2-(1-chloro-3-methylnaphthalen-2-yl)acetate). Isolated yield 93.0%. Reaction SMILES: [CH2:1](I)[CH3:2].[C:4]([O:8][C@@H:9]([C:13]1[C:22]([CH3:23])=[CH:21][C:20]2[C:15](=[CH:16][CH:17]=[CH:18][CH:19]=2)[C:14]=1[Cl:24])[C:10]([OH:12])=[O:11])([CH3:7])([CH3:6])[CH3:5].C([O-])([O-])=O.[Cs+].[Cs+].C(OCC)(=O)C>CN(C=O)C>[C:4]([O:8][C@@H:9]([C:13]1[C:22]([CH3:23])=[CH:21][C:20]2[C:15](=[CH:16][CH:17]=[CH:18][CH:19]=2)[C:14]=1[Cl:24])[C:10]([O:12][CH2:1][CH3:2])=[O:11])([CH3:7])([CH3:6])[CH3:5] |f:2.3.4|. Reported procedure: Ethyl iodide (0.35 mL, 1.5 eq.) was added to a mixture of (S)-2-tert-butoxy-2-(1-chloro-3-methylnaphthalen-2-yl)acetic acid (900 mg, 2.93 mmol, 1 eq.) and Cs2CO3 (1.91 g, 2 eq.) in DMF (920 mL) at room temperature. The reaction mixture was stirred for 1 hour at room temperature. Ethyl acetate was added and organic layer separated and washed with brine (2×). The organic layer was dried (MgSO4) and concentrated and purified by flash column chromatography (silica gel, 0 to 100% ethyl acetate/hexane... Reactants: C=C(C)c1cc(C(=O)OCc2ccccc2)c(OCc2ccccc2)cc1OCc1ccccc1, [Li+], [OH-], O. Yields the product C=C(C)c1cc(C(=O)O)c(OCc2ccccc2)cc1OCc1ccccc1. As a reaction SMILES: [CH2:1]([c:2]1[cH:3][cH:4][cH:5][cH:6][cH:7]1)[O:8][C:9]([c:10]1[c:11]([O:27][CH2:28][c:29]2[cH:30][cH:31][cH:32][cH:33][cH:34]2)[cH:12][c:13]([O:19][CH2:20][c:21]2[cH:22][cH:23][cH:24][cH:25][cH:26]2)[c:14]([C:16](=[CH2:17])[CH3:18])[cH:15]1)=[O:35].[Li+:36].[OH-:37].[OH2:38]>>[O:8]=[C:9]([c:10]1[c:11]([O:27][CH2:28][c:29]2[cH:30][cH:31][cH:32][cH:33][cH:34]2)[cH:12][c:13]([O:19][CH2:20][c:21]2[cH:22][cH:23][cH:24][cH:25][cH:26]2)[c:14]([C:16](=[CH2:17])[CH3:18])[cH:15]1)[OH:35]. Starting materials: C(C)(C)(C)OC(=O)N(CCN(C)CCC#N)C (N-(tert-butoxycarbonyl)-N'-(2-cyanoethyl)-N,N'-dimethyl-ethylenediamine). The reagents and catalysts are [Ni] (Raney nickel). Solvent: N (ammonia). Product: NCCCN(CCN(C)C(=O)OC(C)(C)C)C (N-(3-aminopropyl)-N'-(tert-butoxy-carbonyl)-N,N'-dimethyl-ethylenediamine). Yield: 99.9%. Reaction SMILES: [C:1]([O:5][C:6]([N:8]([CH3:17])[CH2:9][CH2:10][N:11]([CH2:13][CH2:14][C:15]#[N:16])[CH3:12])=[O:7])([CH3:4])([CH3:3])[CH3:2]>N.[Ni]>[NH2:16][CH2:15][CH2:14][CH2:13][N:11]([CH3:12])[CH2:10][CH2:9][N:8]([C:6]([O:5][C:1]([CH3:3])([CH3:2])[CH3:4])=[O:7])[CH3:17]. Reported procedure: 1.9 g of N-(tert-butoxycarbonyl)-N'-(2-cyanoethyl)-N,N'-dimethyl-ethylenediamine (Example 25-b) were dissolved in 100 ml of saturated methanolic ammonia and hydrogenated with 5 g of Raney nickel at RT under 10 atmospheres of H2 for 24 hours. The catalyst was filtered off and washed with MeOH and the filtrate was concentrated in vacuo. The residue was taken up in toluene, insoluble material was filtered off, the filtrate was concentrated in vacuo and the residue was dried. 1.93 g of product were ... Reported procedure: A solution of 150 mg (0.261 mmol) [rac]-(4-{1-[4-cyclopropyl-2-(4-trifluoromethyl-phenyl)-pyrimidin-5-yl]-butoxy}-2-methyl-phenoxy)-acetic acid tert-butyl ester and 0.52 ml 1N lithium hydroxide solution in 1.5 ml THF were stirred at RT for 2 h. The solution was partitioned between ether, 1N HCl and water and the ether layer then concentrated under reduced pressure. The crude product was repeatedly concentrated in with ether until a foam of 121 mg pure [rac]-(4-{1-[4-cyclopropyl-2-(4-trifluoromet... Starting materials: C(C)(C)(C)OC(COC1=C(C=C(C=C1)OC(CCC)C=1C(=NC(=NC1)C1=CC=C(C=C1)C(F)(F)F)C1CC1)C)=O ([rac]-(4-{1-[4-cyclopropyl-2-(4-trifluoromethyl-phenyl)-pyrimidin-5-yl]-butoxy}-2-methyl-phenoxy)-acetic acid tert-butyl ester), [OH-].[Li+] (lithium hydroxide). Run in C1CCOC1 (THF). The product is C1(CC1)C1=NC(=NC=C1C(CCC)OC1=CC(=C(OCC(=O)O)C=C1)C)C1=CC=C(C=C1)C(F)(F)F ([rac]-(4-{1-[4-Cyclopropyl-2-(4-trifluoromethyl-phenyl)-pyrimidin-5-yl]-butoxy}-2-methyl-phenoxy)-acetic acid). Reaction SMILES: C([O:5][C:6](=[O:40])[CH2:7][O:8][C:9]1[CH:14]=[CH:13][C:12]([O:15][CH:16]([C:20]2[C:21]([CH:36]3[CH2:38][CH2:37]3)=[N:22][C:23]([C:26]3[CH:31]=[CH:30][C:29]([C:32]([F:35])([F:34])[F:33])=[CH:28][CH:27]=3)=[N:24][CH:25]=2)[CH2:17][CH2:18][CH3:19])=[CH:11][C:10]=1[CH3:39])(C)(C)C.[OH-].[Li+]>C1COCC1>[CH:36]1([C:21]2[C:20]([CH:16]([O:15][C:12]3[CH:13]=[CH:14][C:9]([O:8][CH2:7][C:6]([OH:40])=[O:5])=[C:10]([CH3:39])[CH:11]=3)[CH2:17][CH2:18][CH3:19])=[CH:25][N:24]=[C:23]([C:26]3[CH:31]=[CH:30][C:29]([C:32]([F:34])([F:35])[F:33])=[CH:28][CH:27]=3)[N:22]=2)[CH2:38][CH2:37]1 |f:1.2|. Starting materials: CC(C)=O, CC(C)O, O=Cc1sccc1-c1ccccc1. Yields the product O=C(O)c1sccc1-c1ccccc1. As a reaction SMILES: [CH3:18][C:19](=[O:20])[CH3:21].[CH:14]([CH3:15])([CH3:16])[OH:17].[c:1]1(-[c:7]2[c:8]([CH:12]=[O:13])[s:9][cH:10][cH:11]2)[cH:2][cH:3][cH:4][cH:5][cH:6]1>>[c:1]1(-[c:7]2[c:8]([C:12](=[O:13])[OH:17])[s:9][cH:10][cH:11]2)[cH:2][cH:3][cH:4][cH:5][cH:6]1.